From a dataset of the Open Reaction Database (ORD), a public repository of structured organic reaction records. describe an organic reaction: reactants, conditions, products, and yield The reactants are ClC1=CC=C(C=N1)S(=O)(=O)N1C[C@]2(CC3=C(C=C2CC1)N(N=C3)C3=CC=C(C=C3)F)COCCO (2-[(R)-6-(6-chloropyridine-3-sulfonyl)-1-(4-fluorophenyl)-1,4,5,6,7,8-hexahydro-1,2,6-triaza-cyclopenta[b]naphthalene-4a-ylmethoxy]-ethanol), F[C@H]1CNCC1 ((R)-3-fluoropyrrolidine). Product: FC1=CC=C(C=C1)N1N=CC2=C1C=C1CCN(C[C@]1(C2)COCCO)S(=O)(=O)C=2C=NC(=CC2)N2C[C@@H](CC2)F (2-{(R)-1-(4-Fluorophenyl)-6-[6-((R)-3-fluoropyrrolidin-1-yl)-pyridine-3-sulphonyl]-1,4,5,6,7,8-hexahydro-1,2,6-triaza-cyclopenta[b]naphthalene-4a-ylmethoxy}-ethanol). As a reaction SMILES: Cl[C:2]1[N:7]=[CH:6][C:5]([S:8]([N:11]2[CH2:20][CH2:19][C:18]3[C@:13]([CH2:31][O:32][CH2:33][CH2:34][OH:35])([CH2:14][C:15]4[CH:23]=[N:22][N:21]([C:24]5[CH:29]=[CH:28][C:27]([F:30])=[CH:26][CH:25]=5)[C:16]=4[CH:17]=3)[CH2:12]2)(=[O:10])=[O:9])=[CH:4][CH:3]=1.[F:36][C@@H:37]1[CH2:41][CH2:40][NH:39][CH2:38]1>>[F:30][C:27]1[CH:28]=[CH:29][C:24]([N:21]2[C:16]3[CH:17]=[C:18]4[C@:13]([CH2:31][O:32][CH2:33][CH2:34][OH:35])([CH2:14][C:15]=3[CH:23]=[N:22]2)[CH2:12][N:11]([S:8]([C:5]2[CH:6]=[N:7][C:2]([N:39]3[CH2:40][CH2:41][C@@H:37]([F:36])[CH2:38]3)=[CH:3][CH:4]=2)(=[O:9])=[O:10])[CH2:20][CH2:19]4)=[CH:25][CH:26]=1. Procedure details: The title compound was prepared by the method of Example 20 using 2-[(R)-6-(6-chloropyridine-3-sulfonyl)-1-(4-fluorophenyl)-1,4,5,6,7,8-hexahydro-1,2,6-triaza-cyclopenta[b]naphthalene-4a-ylmethoxy]-ethanol and (R)-3-fluoropyrrolidine. 1H NMR (400 MHz, CHCl3-d): δ 8.55 (d, 1H), 7.78 (dd, 1H), 7.51-7.40 (m, 3H), 7.15 (t, 2H), 6.41 (d, 1H), 6.28 (s, 1H), 5.40 (d, 1H), 4.26 (d, 1H), 3.91 (s, 2H), 3.74-3.61 (m, 6H), 3.55 (d, 1H), 3.48 (d, 1H), 3.21 (d, 1H), 3.13 (d, 1H), 2.49-2.38 (m, 2H), 2.21 (d, 1... Reactants: CCOC(=O)c1c(SCc2nccn2C)nc2cc(OC)c(OC)cc2c1-c1ccc(OC)c(OC)c1, O=C(OO)c1cccc(Cl)c1, ClCCl. The product is CCOC(=O)c1c(S(=O)Cc2nccn2C)nc2cc(OC)c(OC)cc2c1-c1ccc(OC)c(OC)c1. As a reaction SMILES: [CH3:12][O:13][c:14]1[cH:15][c:16]2[c:17](-[c:39]3[cH:40][c:41]([O:47][CH3:48])[c:42]([O:45][CH3:46])[cH:43][cH:44]3)[c:18]([C:34](=[O:35])[O:36][CH2:37][CH3:38])[c:19]([S:26][CH2:27][c:28]3[n:29]([CH3:33])[cH:30][cH:31][n:32]3)[n:20][c:21]2[cH:22][c:23]1[O:24][CH3:25].[Cl:1][c:2]1[cH:3][cH:4][cH:5][c:6]([C:7]([O:8][OH:10])=[O:9])[cH:11]1.[Cl:49][CH2:50][Cl:51]>>[O:9]=[S:26]([c:19]1[c:18]([C:34](=[O:35])[O:36][CH2:37][CH3:38])[c:17](-[c:39]2[cH:40][c:41]([O:47][CH3:48])[c:42]([O:45][CH3:46])[cH:43][cH:44]2)[c:16]2[cH:15][c:14]([O:13][CH3:12])[c:23]([O:24][CH3:25])[cH:22][c:21]2[n:20]1)[CH2:27][c:28]1[n:29]([CH3:33])[cH:30][cH:31][n:32]1. The reactants are BrC=1C=C(C=C(C1)C(N(C)C)=O)C#CCCCCCC=1C(=C(OCCCC(=O)O)C=CC1)CCC(=O)O (4-[3-[7-(3-bromo-5-dimethylcarbamoyl-phenyl)-hept-6-ynyl]-2-(2-carboxy-ethyl)-phenoxy]-butyric acid), O (H2O), C1(=CC=CC=C1)B(O)O (phenylboronic acid), C([O-])([O-])=O.[K+].[K+] (potassium carbonate). The reagents and catalysts are C=1C=CC(=CC1)[P](C=2C=CC=CC2)(C=3C=CC=CC3)[Pd]([P](C=4C=CC=CC4)(C=5C=CC=CC5)C=6C=CC=CC6)([P](C=7C=CC=CC7)(C=8C=CC=CC8)C=9C=CC=CC9)[P](C=1C=CC=CC1)(C=1C=CC=CC1)C=1C=CC=CC1 (Pd(PPh3)4). Run in CCO (EtOH). Conditions: temperature 78 celsius. The product is C(=O)(O)CCC1=C(OCCCC(=O)O)C=CC=C1CCCCCC#CC=1C=C(C=C(C1)C(N(C)C)=O)C1=CC=CC=C1 (4-{2-(2-Carboxy-ethyl)-3-[7-(5-dimethylcarbamoyl-biphenyl-3-yl)-hept-6-ynyl]-phenoxy}-butyric acid). As a reaction SMILES: Br[C:2]1[CH:3]=[C:4]([C:13]#[C:14][CH2:15][CH2:16][CH2:17][CH2:18][CH2:19][C:20]2[C:21]([CH2:33][CH2:34][C:35]([OH:37])=[O:36])=[C:22]([CH:30]=[CH:31][CH:32]=2)[O:23][CH2:24][CH2:25][CH2:26][C:27]([OH:29])=[O:28])[CH:5]=[C:6]([C:8](=[O:12])[N:9]([CH3:11])[CH3:10])[CH:7]=1.O.[C:39]1(B(O)O)[CH:44]=[CH:43][CH:42]=[CH:41][CH:40]=1.C(=O)([O-])[O-].[K+].[K+]>CCO.C1C=CC([P]([Pd]([P](C2C=CC=CC=2)(C2C=CC=CC=2)C2C=CC=CC=2)([P](C2C=CC=CC=2)(C2C=CC=CC=2)C2C=CC=CC=2)[P](C2C=CC=CC=2)(C2C=CC=CC=2)C2C=CC=CC=2)(C2C=CC=CC=2)C2C=CC=CC=2)=CC=1>[C:35]([CH2:34][CH2:33][C:21]1[C:20]([CH2:19][CH2:18][CH2:17][CH2:16][CH2:15][C:14]#[C:13][C:4]2[CH:3]=[C:2]([C:39]3[CH:44]=[CH:43][CH:42]=[CH:41][CH:40]=3)[CH:7]=[C:6]([C:8](=[O:12])[N:9]([CH3:11])[CH3:10])[CH:5]=2)=[CH:32][CH:31]=[CH:30][C:22]=1[O:23][CH2:24][CH2:25][CH2:26][C:27]([OH:29])=[O:28])([OH:37])=[O:36] |f:3.4.5,^1:60,62,81,100|. Procedure details: To a solution of 4-[3-[7-(3-bromo-5-dimethylcarbamoyl-phenyl)-hept-6-ynyl]-2-(2-carboxy-ethyl)-phenoxy]-butyric acid (100 mg, 0.17 mmol) in EtOH (4 mL)/H2O (1 mL) were added phenylboronic acid (50 mg, 0.35 mmol), potassium carbonate (100 mg, 0.7 mmol) and Pd(PPh3)4 (5 mg, 0.004 mmol). The mixture was heated at 78° C. for 5 h and then cooled to room temperature. The reaction mixture was filtered using a syringe filter 0.45 μm and the filtrate was concentrated under reduced pressure. The crude oil... Starting materials: ClC1=NC(=NC(=C1)N1CCOCC1)N1C(=NC2=C1C=CC=C2OC)C(F)F (1-[4-chloro-6-(4-morpholinyl)-2-pyrimidinyl]-2-(difluoromethyl)-4-methoxy-1H-benzimidazole), COC1=NC=C(C=N1)B(O)O (2-methoxy-5-pyrimidinylboronic acid), C(=O)([O-])[O-].[K+].[K+] (K2CO3). Reagents/catalysts: C1=CC=C(C=C1)P([C-]2C=CC=C2)C3=CC=CC=C3.C1=CC=C(C=C1)P([C-]2C=CC=C2)C3=CC=CC=C3.Cl[Pd]Cl.[Fe+2] (PdCl2(dppf)). Run in O1CCOCC1 (1,4-dioxane), O (H2O). Yields the product FC(C1=NC2=C(N1C1=NC(=CC(=N1)C=1C=NC(=NC1)OC)N1CCOCC1)C=CC=C2OC)F (2-[2-(difluoromethyl)-4-methoxy-1H-benzimidazol-1-yl]-6-(4-morpholinyl)-2′-methoxy-4,5′-bipyrimidine). Yield: 34.7%. As a reaction SMILES: Cl[C:2]1[CH:7]=[C:6]([N:8]2[CH2:13][CH2:12][O:11][CH2:10][CH2:9]2)[N:5]=[C:4]([N:14]2[C:18]3[CH:19]=[CH:20][CH:21]=[C:22]([O:23][CH3:24])[C:17]=3[N:16]=[C:15]2[CH:25]([F:27])[F:26])[N:3]=1.[CH3:28][O:29][C:30]1[N:35]=[CH:34][C:33](B(O)O)=[CH:32][N:31]=1.C([O-])([O-])=O.[K+].[K+]>O1CCOCC1.O.C1C=CC(P(C2C=CC=CC=2)[C-]2C=CC=C2)=CC=1.C1C=CC(P(C2C=CC=CC=2)[C-]2C=CC=C2)=CC=1.Cl[Pd]Cl.[Fe+2]>[F:26][CH:25]([F:27])[C:15]1[N:14]([C:4]2[N:3]=[C:2]([C:33]3[CH:32]=[N:31][C:30]([O:29][CH3:28])=[N:35][CH:34]=3)[CH:7]=[C:6]([N:8]3[CH2:13][CH2:12][O:11][CH2:10][CH2:9]3)[N:5]=2)[C:18]2[CH:19]=[CH:20][CH:21]=[C:22]([O:23][CH3:24])[C:17]=2[N:16]=1 |f:2.3.4,7.8.9.10|. Reported procedure: Similarly to Example 56, a mixture of 1-[4-chloro-6-(4-morpholinyl)-2-pyrimidinyl]-2-(difluoromethyl)-4-methoxy-1H-benzimidazole (148 mg, 0.374 mmol), 2-methoxy-5-pyrimidinylboronic acid (211 mg, 1.52 mmol), PdCl2(dppf) (40 mg, 0.05 mmol) and aq. K2CO3 (2M, 4 mL) in 1,4-dioxane (20 mL) was refluxed under nitrogen for 24 hrs. After cooling to room temperature, the mixture was diluted with H2O, and extracted with CH2Cl2 (4×). The combined organic extracts were dried (Na2SO4), and the solvents were... The reactants are O1C(C1)CON1C(C=2C(C1=O)=CC=CC2)=O (N-(2-oxiranylmethoxy)phthalimide), C1(=CC=CC=C1)C(OC1CCNCC1)C1=CC=CC=C1 (4-(diphenylmethoxy)piperidine). Run in C(C)O (ethanol). Yields the product C1(=CC=CC=C1)C(OC1CCN(CC1)CC(CC1=C2C(C(=O)NC2=O)=CC=C1)O)C1=CC=CC=C1 (3-[4-(diphenylmethoxy)piperidino-2-hydroxypropyl]phthalimide). As a reaction SMILES: O1CC1CO[N:6]1[C:10](=[O:11])[C:9]2=[CH:12][CH:13]=[CH:14][CH:15]=[C:8]2[C:7]1=[O:16].[C:17]1([CH:23]([C:31]2[CH:36]=[CH:35][CH:34]=[CH:33][CH:32]=2)[O:24][CH:25]2[CH2:30][CH2:29][NH:28][CH2:27][CH2:26]2)[CH:22]=[CH:21][CH:20]=[CH:19][CH:18]=1>C(O)C>[C:31]1([CH:23]([C:17]2[CH:18]=[CH:19][CH:20]=[CH:21][CH:22]=2)[O:24][CH:25]2[CH2:30][CH2:29][N:28]([CH2:17][CH:23]([OH:24])[CH2:31][C:15]3[CH:14]=[CH:13][CH:12]=[C:9]4[C:10]([NH:6][C:7](=[O:16])[C:8]=34)=[O:11])[CH2:27][CH2:26]2)[CH:32]=[CH:33][CH:34]=[CH:35][CH:36]=1. Reported procedure: 3.70 g of potassium phthalimide was dissolved in 20 ml of N,N-dimethylformamide; 2.58 ml of epibromohydrin was added, followed by stirring at room temperature for 15 hours. Ice water was added to the reaction mixture, followed by extraction with ethyl acetate; the extract was washed with saline, dried over magnesium sulfate and concentrated under reduced pressure; ethyl ether was added to the residue; the crystal precipitated was collected to yield 3.7 g of N-(2-oxiranylmethoxy)phthalimide. 0.61... Reactants: COC(=O)c1sc(-c2ccccc2)cc1N(C(=O)C1CCC(C)CC1)C1CCC(=O)CC1, [Li+], C1COCCO1, [OH-], O. Yields the product CC1CCC(C(=O)N(c2cc(-c3ccccc3)sc2C(=O)O)C2CCC(=O)CC2)CC1. As a reaction SMILES: [CH3:1][O:2][C:3](=[O:4])[c:5]1[s:6][c:7](-[c:27]2[cH:28][cH:29][cH:30][cH:31][cH:32]2)[cH:8][c:9]1[N:10]([CH:11]1[CH2:12][CH2:13][C:14](=[O:17])[CH2:15][CH2:16]1)[C:18](=[O:19])[CH:20]1[CH2:21][CH2:22][CH:23]([CH3:26])[CH2:24][CH2:25]1.[Li+:35].[O:36]1[CH2:37][CH2:38][O:39][CH2:40][CH2:41]1.[OH-:34].[OH2:33]>>[O:2]=[C:3]([OH:4])[c:5]1[s:6][c:7](-[c:27]2[cH:28][cH:29][cH:30][cH:31][cH:32]2)[cH:8][c:9]1[N:10]([CH:11]1[CH2:12][CH2:13][C:14](=[O:17])[CH2:15][CH2:16]1)[C:18](=[O:19])[CH:20]1[CH2:21][CH2:22][CH:23]([CH3:26])[CH2:24][CH2:25]1.